From a dataset of the Open Reaction Database (ORD), a public repository of structured organic reaction records. describe an organic reaction: reactants, conditions, products, and yield Reactants: [Br-], Br, CCOC(C)=O, O=N[O-], COC(=O)c1cc(Cl)c(N)c(Cl)c1, [Na+]. Product: COC(=O)c1cc(Cl)c(Br)c(Cl)c1. RXN SMILES: [Br-:18].[BrH:25].[CH3:19][CH2:20][O:21][C:22](=[O:23])[CH3:24].[N:14]([O-:15])=[O:16].[NH2:1][c:2]1[c:3]([Cl:13])[cH:4][c:5]([C:6](=[O:7])[O:8][CH3:9])[cH:10][c:11]1[Cl:12].[Na+:17]>>[c:2]1([Br:18])[c:3]([Cl:13])[cH:4][c:5]([C:6](=[O:7])[O:8][CH3:9])[cH:10][c:11]1[Cl:12]. Starting materials: CC(C)(C)OC(=O)NC(Cc1ccccc1F)C(=O)N1CCSC1, CCOC(C)=O, Cl. The product is Cl, NC(Cc1ccccc1F)C(=O)N1CCSC1. Reaction SMILES: [C:2]([O:3][C:4](=[O:5])[NH:8][CH:9]([C:10]([N:11]1[CH2:12][S:13][CH2:14][CH2:15]1)=[O:16])[CH2:17][c:18]1[c:19]([F:24])[cH:20][cH:21][cH:22][cH:23]1)([CH3:6])([CH3:7])[CH3:25].[CH3:26][CH2:27][O:28][C:29](=[O:30])[CH3:31].[ClH:1]>>[ClH:1].[NH2:8][CH:9]([C:10]([N:11]1[CH2:12][S:13][CH2:14][CH2:15]1)=[O:16])[CH2:17][c:18]1[c:19]([F:24])[cH:20][cH:21][cH:22][cH:23]1. Starting materials: ClC1=C(C=C(C=C1)[N+](=O)[O-])OC (2-chloro-5-nitroanisole). The reagents and catalysts are [Ni] (Raney® nickel). The solvent is CO (MeOH), C1CCOC1 (THF). Conditions: time 4 hour. Yields the product ClC1=C(C=C(N)C=C1)OC (4-Chloro-3-methoxyaniline). The yield is 92.6%. RXN SMILES: [Cl:1][C:2]1[CH:7]=[CH:6][C:5]([N+:8]([O-])=O)=[CH:4][C:3]=1[O:11][CH3:12]>CO.C1COCC1.[Ni]>[Cl:1][C:2]1[CH:7]=[CH:6][C:5]([NH2:8])=[CH:4][C:3]=1[O:11][CH3:12]. Procedure details: A mixture of 36 g of 2-chloro-5-nitroanisole and Raney® nickel in 150 ml of MeOH and 200 ml of THF is hydrogenated in Par apparatus for 4 hours, at 35° C. and at a pressure of 1.3 bar. The catalyst is filtered off on Celite® and the filtrate is concentrated under vacuum. 28 g of the expected product are obtained, and are used without further purification. Reactants: [Cl-].[NH4+] (ammonium chloride), C[Si](C)(C)C#CC1=C2C(=NC=C1)NC=C2 (4-trimethylsilanylethynyl-1H-pyrrolo[2,3-b]pyridine), FC1=C(C=CC(=C1C=O)F)NS(=O)(=O)C1=CC=C(C=C1)C(F)(F)F (N-(2,4-difluoro-3-formyl-phenyl)-4-trifluoromethyl-benzenesulfonamide), [OH-].[K+] (Potassium hydroxide). Solvent: O (water), CO (methanol). Conditions: time 10 minute. Product: C(#C)C1=C2C(=NC=C1)NC=C2C(C=2C(=C(C=CC2F)NS(=O)(=O)C2=CC=C(C=C2)C(F)(F)F)F)O (N-{3-[(4-Ethynyl-1H-pyrrolo[2,3-b]pyridin-3-yl)-hydroxy-methyl]-2,4-difluoro-phenyl}-4-trifluoromethyl-benzenesulfonamide). Yield: 24.6%. Reaction SMILES: C[Si]([C:5]#[C:6][C:7]1[CH:12]=[CH:11][N:10]=[C:9]2[NH:13][CH:14]=[CH:15][C:8]=12)(C)C.[F:16][C:17]1[C:22]([CH:23]=[O:24])=[C:21]([F:25])[CH:20]=[CH:19][C:18]=1[NH:26][S:27]([C:30]1[CH:35]=[CH:34][C:33]([C:36]([F:39])([F:38])[F:37])=[CH:32][CH:31]=1)(=[O:29])=[O:28].[OH-].[K+].[Cl-].[NH4+]>O.CO>[C:6]([C:7]1[CH:12]=[CH:11][N:10]=[C:9]2[NH:13][CH:14]=[C:15]([CH:23]([OH:24])[C:22]3[C:17]([F:16])=[C:18]([NH:26][S:27]([C:30]4[CH:31]=[CH:32][C:33]([C:36]([F:39])([F:38])[F:37])=[CH:34][CH:35]=4)(=[O:29])=[O:28])[CH:19]=[CH:20][C:21]=3[F:25])[C:8]=12)#[CH:5] |f:2.3,4.5|. Procedure: Into a round bottom flask 4-trimethylsilanylethynyl-1H-pyrrolo[2,3-b]pyridine (7, 0.250 g, 1.17 mmol), N-(2,4-difluoro-3-formyl-phenyl)-4-trifluoromethyl-benzenesulfonamide (4, 0.498 g, 1.36 mmol), and 2.0 mL of methanol were added and the suspension was stirred for 10 minutes. Potassium hydroxide (0.213 g, 3.79 mmol) was added and the reaction was stirred at room temperature for 6 hours. The reaction was poured into 25 mL of water and 25 mL of saturated ammonium chloride, then extracted with 50... The reactants are O=C([O-])[O-], CCc1n[nH]c(C(N)=O)c1[N+](=O)[O-], COCCBr, CN(C)C=O, [Cs+], [Cs+]. Product: CCc1c([N+](=O)[O-])c(C(N)=O)nn1CCOC. RXN SMILES: [C:19](=[O:20])([O-:21])[O-:22].[CH2:1]([CH3:2])[c:3]1[n:4][nH:5][c:6]([C:11](=[O:12])[NH2:13])[c:7]1[N+:8](=[O:9])[O-:10].[CH3:14][O:15][CH2:16][CH2:17][Br:18].[CH3:25][N:26]([CH3:27])[CH:28]=[O:29].[Cs+:23].[Cs+:24]>>[CH2:1]([CH3:2])[c:3]1[n:4]([CH2:17][CH2:16][O:15][CH3:14])[n:5][c:6]([C:11](=[O:12])[NH2:13])[c:7]1[N+:8](=[O:9])[O-:10]. Reactants: BrC=1C=CC(=NC1)C(=O)OCC (ethyl 5-bromopyridine-2-carboxylate), [Na] (sodium), CCO (EtOH), CCO (EtOH). The product is C(C)OC=1C=CC(=NC1)C(=O)OCC (ethyl 5-ethoxypyridine-2-carboxylate). Reaction SMILES: Br[C:2]1[CH:3]=[CH:4][C:5]([C:8]([O:10][CH2:11][CH3:12])=[O:9])=[N:6][CH:7]=1.[Na].[CH3:14][CH2:15][OH:16]>>[CH2:15]([O:16][C:2]1[CH:3]=[CH:4][C:5]([C:8]([O:10][CH2:11][CH3:12])=[O:9])=[N:6][CH:7]=1)[CH3:14] |^1:12|. Procedure: To a solution of ethyl 5-bromopyridine-2-carboxylate 2 (1.5 g, 6.5 mmol) in 20 mL of EtOH was added a solution of sodium (0.18 g, 7.8 mmol) in 20 mL of EtOH. The mixture was stirred at reflux for 3 h. After removal of all solvent, the residue was purified by column (2:1 of hexane/ethyl acetate) to give ethyl 5-ethoxypyridine-2-carboxylate 3 as an oil. Yield: 0.26 g, 20%. 1HNMR (CDCl3) δ (ppm): 8.38 (d, 1 H), 8.10 (d, 1 H), 8.23 (d, 1 H), 7.22 (dd, 1 H), 4.45 (m, 2 H), 4.25 (m, 1 H), 1.40 (m, 6 H... Starting materials: C(CCC)[Li] (butyllithium), ICC=1C=CC(=C(C1)[N+](=O)[O-])C(C)(C)C (5-iodomethyl-2-t-butyl-1-nitrobenzene), [Cl-].[NH4+] (ammonium chloride), CC1=CC=C(C=C1)S(=O)(=O)C(CCCCCCC)SC (1-[2-(4-methylphenyl)sulfonyl-2-methylthioethyl]hexane). Run in O1CCCC1 (tetrahydrofuran), CCCCCC (hexane), CN(C=O)C (dimethylformamide), C(C)OCC (diethyl ether), O (Water), O (water). Reported procedure: 3.45 ml (5.52 mmol) of a 1.6M hexane solution of butyllithium was added dropwise over a period of 5 minutes to 10 ml of a tetrahydrofuran solution containing 1.73 g (5.52 mmol) of 1-[2-(4-methylphenyl)sulfonyl-2-methylthioethyl]hexane (prepared as described in Preparation 8), maintained at -78° C. After 15 minutes, 12 ml of a dimethylformamide solution containing 1.68 g (5.26 mmol) of 5-iodomethyl-2-t-butyl-1-nitrobenzene (prepared as described in Preparation 51) was added dropwise. The reaction... Reaction conditions: temperature -78 celsius, time 15 minute. As a reaction SMILES: C([Li])CCC.[CH3:6][C:7]1[CH:12]=[CH:11][C:10]([S:13]([CH:16]([S:24][CH3:25])[CH2:17][CH2:18][CH2:19][CH2:20][CH2:21][CH2:22][CH3:23])(=[O:15])=[O:14])=[CH:9][CH:8]=1.I[CH2:27][C:28]1[CH:29]=[CH:30][C:31]([C:37]([CH3:40])([CH3:39])[CH3:38])=[C:32]([N+:34]([O-:36])=[O:35])[CH:33]=1.[Cl-].[NH4+]>O.C(OCC)C.CN(C)C=O.O1CCCC1.CCCCCC>[C:37]([C:31]1[CH:30]=[CH:29][C:28]([CH2:27][C:16]([S:13]([C:10]2[CH:11]=[CH:12][C:7]([CH3:6])=[CH:8][CH:9]=2)(=[O:15])=[O:14])([S:24][CH3:25])[CH2:17][CH:18]2[CH2:23][CH2:22][CH2:21][CH2:20][CH2:19]2)=[CH:33][C:32]=1[N+:34]([O-:36])=[O:35])([CH3:40])([CH3:39])[CH3:38] |f:3.4|. Product: C(C)(C)(C)C1=C(C=C(C=C1)CC(CC1CCCCC1)(SC)S(=O)(=O)C1=CC=C(C=C1)C)[N+](=O)[O-] (2-t-Butyl-5-[3-cyclohexyl-2-(4-methylphenyl)sulfonyl-2-methylthiopropyl]-1-nitrobenzene). Reactants: CCO, COc1ccc(CN(CCCN2CCCCC2)c2ccc3nc(-c4cccc(OC)c4)n(CC(=O)NC(C)C)c(=O)c3c2)cc1, [H][H]. Yields the product COc1cccc(-c2nc3ccc(NCCCN4CCCCC4)cc3c(=O)n2CC(=O)NC(C)C)c1. As a reaction SMILES: [CH3:48][CH2:49][OH:50].[CH:1]([CH3:2])([CH3:3])[NH:4][C:5]([CH2:6][n:7]1[c:8](-[c:37]2[cH:38][c:39]([O:43][CH3:44])[cH:40][cH:41][cH:42]2)[n:9][c:10]2[cH:11][cH:12][c:13]([N:18]([CH2:19][CH2:20][CH2:21][N:22]3[CH2:23][CH2:24][CH2:25][CH2:26][CH2:27]3)[CH2:28][c:29]3[cH:30][cH:31][c:32]([O:33][CH3:34])[cH:35][cH:36]3)[cH:14][c:15]2[c:16]1=[O:17])=[O:45].[H:46][H:47]>>[CH:1]([CH3:2])([CH3:3])[NH:4][C:5]([CH2:6][n:7]1[c:8](-[c:37]2[cH:38][c:39]([O:43][CH3:44])[cH:40][cH:41][cH:42]2)[n:9][c:10]2[cH:11][cH:12][c:13]([NH:18][CH2:19][CH2:20][CH2:21][N:22]3[CH2:23][CH2:24][CH2:25][CH2:26][CH2:27]3)[cH:14][c:15]2[c:16]1=[O:17])=[O:45]. The reactants are ClCCOC1=C(C=CC2=NC3=C(N2C)C=CC=C3)C=CC=C1 (2-[o-(β-chloro-ethoxy)-styryl]-1-methyl-benzimidazole), CNC (dimethylamine), C1(=C(C(=C(C(=C1F)F)F)N)F)N.Cl.Cl (dihydrochloride). As a reaction SMILES: Cl[CH2:2][CH2:3][O:4][C:5]1[CH:22]=[CH:21][CH:20]=[CH:19][C:6]=1[CH:7]=[CH:8][C:9]1[N:13]([CH3:14])[C:12]2[CH:15]=[CH:16][CH:17]=[CH:18][C:11]=2[N:10]=1.[CH3:23][NH:24][CH3:25].C1(N)C(F)=C(F)C(F)=C(N)C=1F.Cl.Cl>>[CH3:23][N:24]([CH3:25])[CH2:2][CH2:3][O:4][C:5]1[CH:22]=[CH:21][CH:20]=[CH:19][C:6]=1[CH:7]=[CH:8][C:9]1[N:13]([CH3:14])[C:12]2[CH:15]=[CH:16][CH:17]=[CH:18][C:11]=2[N:10]=1 |f:2.3.4|. Procedure details: 2-[o-(β-Dimethylamino-ethoxy)-styryl]-1-methyl-benzimidazole was prepared from 2-[o-(β-chloro-ethoxy)-styryl]-1-methyl-benzimidazole and dimethylamine, and the free base was converted into its dihydrochloride, yielding 18% of theory of the compound of the formula ##STR12## which had a melting point of 208° C. The product is CN(CCOC1=C(C=CC2=NC3=C(N2C)C=CC=C3)C=CC=C1)C (2-[o-(β-Dimethylamino-ethoxy)-styryl]-1-methyl-benzimidazole).